From a dataset of the Open Reaction Database (ORD), a public repository of structured organic reaction records. describe an organic reaction: reactants, conditions, products, and yield Reactants: C1(=CC=CC=C1)C(C=CC1=CC(=CC=C1)[N+](=O)[O-])=O (1-phenyl-3-(3'-nitrophenyl)-prop-2-en-1-one), [H][H] (hydrogen), [H][H] (hydrogen), S(O)(O)(=O)=O (sulfuric acid), C (charcoal). The reagents and catalysts are [Pd] (Pd). The solvent is C(C)(=O)O (acetic acid). Product: C1(=CC=CC=C1)CCCC=1C=C(N)C=CC1 (3-(3-phenylpropyl)-aniline). Yield: 71.1%. As a reaction SMILES: [C:1]1([C:7](=O)[CH:8]=[CH:9][C:10]2[CH:15]=[CH:14][CH:13]=[C:12]([N+:16]([O-])=O)[CH:11]=2)[CH:6]=[CH:5][CH:4]=[CH:3][CH:2]=1.S(=O)(=O)(O)O.C.[H][H]>C(O)(=O)C.[Pd]>[C:1]1([CH2:7][CH2:8][CH2:9][C:10]2[CH:11]=[C:12]([CH:13]=[CH:14][CH:15]=2)[NH2:16])[CH:2]=[CH:3][CH:4]=[CH:5][CH:6]=1. Procedure details: 253 g of 1-phenyl-3-(3'-nitrophenyl)-prop-2-en-1-one are suspended in 2.5 liters of glacial acetic acid. 196 g of concentrated sulfuric acid and 10 g of 10% strength Pd on animal charcoal are added and the mixture is hydrogenated under 1.1 bar hydrogen pressure at 65°-70° C., until no further hydrogen is absorbed. When the mixture has cooled, some of the acetic acid is distilled off, the residue is rendered alkaline with sodium hydroxide solution and extracted by shaking with ether, the organic ... Starting materials: O (water), CN1N=NC2=C1C=C(C=C2)C(CC2=NC(=CC=C2)C)=O (1-(3-Methyl-3H-benzotriazol-5-yl)-2-(6-methyl-pyridin-2-yl)-ethanone), Br (hydrobromic acid), O (water), C(O)([O-])=O.[Na+] (sodium hydrogen carbonate). Run in CS(=O)C (dimethyl sulfoxide). Conditions: temperature 60 celsius, time 3 hour. Yields the product CN1N=NC2=C1C=C(C=C2)C(C(=O)C2=NC(=CC=C2)C)=O (1-(3-Methyl-3H-benzotriazol-5-yl)-2-(6-methyl-pyridin-2-yl)-ethane-1,2-dione). The yield is 50.0%. As a reaction SMILES: [CH3:1][N:2]1[C:6]2[CH:7]=[C:8]([C:11](=[O:20])[CH2:12][C:13]3[CH:18]=[CH:17][CH:16]=[C:15]([CH3:19])[N:14]=3)[CH:9]=[CH:10][C:5]=2[N:4]=[N:3]1.Br.O.C(=O)([O-])[OH:24].[Na+]>CS(C)=O>[CH3:1][N:2]1[C:6]2[CH:7]=[C:8]([C:11](=[O:20])[C:12]([C:13]3[CH:18]=[CH:17][CH:16]=[C:15]([CH3:19])[N:14]=3)=[O:24])[CH:9]=[CH:10][C:5]=2[N:4]=[N:3]1 |f:3.4|. Reported procedure: A solution of 1-(3-Methyl-3H-benzotriazol-5-yl)-2-(6-methyl-pyridin-2-yl)-ethanone (280 mg, 1.05 mmol) in 16 ml dimethyl sulfoxide was heated to 60° C. 48% hydrobromic acid solution in water (7.4 ml, 65.1 mmol) was slowly added over several minutes. Once the addition was complete, the reaction was stirred at 60° C. for 3 hours. The reaction was cooled to room temperature and poured into 75 ml water. The pH was adjusted to 8 with the addition of saturated sodium hydrogen carbonate solution. The a... Starting materials: C(C1=CC=CC=C1)N(C=1C=C(C=CC1F)C1(CC1)CC(=O)OC)CC1=CC=CC=C1 (methyl {1-[3-(dibenzylamino)-4-fluorophenyl]cyclopropyl}acetate), C1CCCCC1.C(C)(=O)OCC (cyclohexane ethyl acetate). Reagents/catalysts: [Pd] (palladium on carbon). Run in C(C)O (ethanol). Conditions: time 12 hour. Product: NC=1C=C(C=CC1F)C1(CC1)CC(=O)OC (Methyl [1-(3-amino-4-fluorophenyl)cyclopropyl]acetate). RXN SMILES: C([N:8](CC1C=CC=CC=1)[C:9]1[CH:10]=[C:11]([C:16]2([CH2:19][C:20]([O:22][CH3:23])=[O:21])[CH2:18][CH2:17]2)[CH:12]=[CH:13][C:14]=1[F:15])C1C=CC=CC=1.C1CCCCC1.C(OCC)(=O)C>[Pd].C(O)C>[NH2:8][C:9]1[CH:10]=[C:11]([C:16]2([CH2:19][C:20]([O:22][CH3:23])=[O:21])[CH2:17][CH2:18]2)[CH:12]=[CH:13][C:14]=1[F:15] |f:1.2|. Reported procedure: At room temperature, 200 mg of palladium on carbon (10%) were added to a solution of 2.1 g (5.2 mmol) of methyl {1-[3-(dibenzylamino)-4-fluorophenyl]cyclopropyl}acetate in 100 ml of ethanol, and the mixture was hydrogenated at atmospheric pressure for 12 h. After the reaction had gone to completion (monitored by TLC; mobile phase cyclohexane/ethyl acetate 1:1), the reaction solution was filtered through kieselguhr and the filtrate was concentrated under reduced pressure. The crude product was pu... Starting materials: C1(=CC=CC=C1)P(C1=CC=CC=C1)C1=CC=CC=C1 (triphenylphosphine), N(=NC(=O)OCC)C(=O)OCC (Diethyl azodicarboxylate), ClC1=CC=NC2=CC(=C(C=C12)OC)O (4-chloro-7-hydroxy-6-methoxyquinoline), N1(N=CN=C1)CCO (2-([1,2,4]-triazol-1-yl)ethanol). Solvent: C(Cl)Cl (methylene chloride). Reaction conditions: time 4 day. Product: ClC1=CC=NC2=CC(=C(C=C12)OC)OCCN1N=CN=C1 (4-chloro-6-methoxy-7-(2-([1,2,4]-triazol-1-yl)ethoxy)quinoline). The yield is 44.6%. Reaction SMILES: N(C(OCC)=O)=NC(OCC)=O.[Cl:13][C:14]1[C:23]2[C:18](=[CH:19][C:20]([OH:26])=[C:21]([O:24][CH3:25])[CH:22]=2)[N:17]=[CH:16][CH:15]=1.[N:27]1([CH2:32][CH2:33]O)[CH:31]=[N:30][CH:29]=[N:28]1.C1(P(C2C=CC=CC=2)C2C=CC=CC=2)C=CC=CC=1>C(Cl)Cl>[Cl:13][C:14]1[C:23]2[C:18](=[CH:19][C:20]([O:26][CH2:33][CH2:32][N:27]3[CH:31]=[N:30][CH:29]=[N:28]3)=[C:21]([O:24][CH3:25])[CH:22]=2)[N:17]=[CH:16][CH:15]=1. Procedure: Diethyl azodicarboxylate (1 ml, 6.5 mmol) was added dropwise to a solution of 4-chloro-7-hydroxy-6-methoxyquinoline (845 mg, 4.0 mmol), (prepared as described for the starting material in Example 3), 2-([1,2,4]-triazol-1-yl)ethanol (500 mg, 4.4 mmol), (Ann. Pharm. Fr. 1977, 35, 503-508), and triphenylphosphine (1.7 g, 6.5 mmol) in methylene chloride (40 ml) under argon. After stirring for 4 days at ambient temperature, the insoluble materials were removed by filtration. The volatiles were remove... Starting materials: C(C)(=O)OCC#C[C@H]1[C@@H](C(N1)=O)NC(C1=CC=CC=C1)(C1=CC=CC=C1)C1=CC=CC=C1 (3-[(3S,4S)-2-oxo-3-tritylamino-4-azetidinyl]-2-propynyl acetate). Reagents/catalysts: [Pt]=O (platinum oxide). The product is C(CC)[C@H]1[C@@H](C(N1)=O)NC(C1=CC=CC=C1)(C1=CC=CC=C1)C1=CC=CC=C1 ((3S,4S)-4-propyl-3-tritylamino-2-azetidinone). Isolated yield 81.0%. As a reaction SMILES: C(O[CH2:5][C:6]#[C:7][C@@H:8]1[NH:11][C:10](=[O:12])[C@H:9]1[NH:13][C:14]([C:27]1[CH:32]=[CH:31][CH:30]=[CH:29][CH:28]=1)([C:21]1[CH:26]=[CH:25][CH:24]=[CH:23][CH:22]=1)[C:15]1[CH:20]=[CH:19][CH:18]=[CH:17][CH:16]=1)(=O)C>[Pt]=O>[CH2:7]([C@@H:8]1[NH:11][C:10](=[O:12])[C@H:9]1[NH:13][C:14]([C:27]1[CH:32]=[CH:31][CH:30]=[CH:29][CH:28]=1)([C:21]1[CH:22]=[CH:23][CH:24]=[CH:25][CH:26]=1)[C:15]1[CH:20]=[CH:19][CH:18]=[CH:17][CH:16]=1)[CH2:6][CH3:5]. Procedure details: 420 mg (1 mmol) of 3-[(3S,4S)-2-oxo-3-tritylamino-4-azetidinyl]-2-propynyl acetate are hydrogenated in the same manner with platinum oxide and the product is chromatographed over 70 g of silica gel with t-butyl methyl ether/n-hexane (1:1). After 125 ml, there are obtained 300 mg of (3S,4S)-4-propyl-3-tritylamino-2-azetidinone and, after 275 ml, there are obtained 87 mg of 3-[(3S,4S)-2-oxo-3-tritylamino-4-azetidinyl]-propyl acetate. The reactants are OC=1C=C(C(=O)CCC(=O)OC)C=CC1 (methyl 3-(3-hydroxybenzoyl)propionate), C=O (paraformaldehyde), C(Cl)(Cl)Cl (chloroform), ice water, Cl (hydrogen chloride). Reaction SMILES: [OH:1][C:2]1[CH:3]=[C:4]([CH:13]=[CH:14][CH:15]=1)[C:5]([CH2:7][CH2:8][C:9]([O:11][CH3:12])=[O:10])=[O:6].C=O.Cl.[CH:19](Cl)(Cl)[Cl:20]>[Cl-].[Zn+2].[Cl-]>[Cl:20][CH2:19][C:15]1[CH:14]=[CH:13][C:4]([C:5]([CH2:7][CH2:8][C:9]([O:11][CH3:12])=[O:10])=[O:6])=[CH:3][C:2]=1[OH:1] |f:4.5.6|. Reported procedure: To a solution of methyl 3-(3-hydroxybenzoyl)propionate in chloroform at -5° to 0° was added paraformaldehyde and zinc chloride. Dry hydrogen chloride was passed through the well-stirred solution until the saturation point was reached and the stirring was continued for a further hour at room temperature. The reaction mixture was then poured into ice-water, the product extracted into dichloromethane and the organic layer washed with water and dried over magnesium sulphate. Evaporation of the dichl... Yields the product ClCC1=C(C=C(C(=O)CCC(=O)OC)C=C1)O (methyl 3-(4-chloromethyl-3-hydroxybenzoyl)-propionate). The reagents and catalysts are [Cl-].[Zn+2].[Cl-] (zinc chloride). Starting materials: [C@H]1(C[C@H](C1)C(=O)OCC1=CC=CC=C1)C(=O)OCC1=CC=CC=C1 (dibenzyl trans-cyclobutane-1,3-dicarboxylate). Reagents/catalysts: [C].[Pd] (palladium-carbon). Run in CO (MeOH). Conditions: time 5 hour. The product is [C@H]1(C[C@H](C1)C(=O)O)C(=O)O (trans-cyclobutane-1,3-dicarboxylic acid). RXN SMILES: [C@H:1]1([C:15]([O:17]CC2C=CC=CC=2)=[O:16])[CH2:4][C@H:3]([C:5]([O:7]CC2C=CC=CC=2)=[O:6])[CH2:2]1>CO.[C].[Pd]>[C@H:1]1([C:15]([OH:17])=[O:16])[CH2:4][C@H:3]([C:5]([OH:7])=[O:6])[CH2:2]1 |f:2.3|. Reported procedure: A mixture of dibenzyl trans-cyclobutane-1,3-dicarboxylate (100 mg, 0.31 mmol) and 10% palladium-carbon (10 mg, 0.09 mmol, 50%, wet) in MeOH (2.0 mL) was stirred at room temperature for 5 hr under hydrogen atmosphere (1 atm). The catalyst was removed by filtration, and the filtrate was concentrated under reduced pressure to give crude trans-cyclobutane-1,3-dicarboxylic acid as a colorless oil. The reactants are COC1=C(C=C(C=C1)NC(C(=O)OCC)=O)NC(C(=O)OCC)=O (Diethyl 4-methoxy-N,N'-(m-phenylene)dioxamate), Cl (hydrochloric acid). Run in [OH-].[Na+] (NaOH), O (water). The product is COC1=C(C=C(C=C1)NC(C(=O)O)=O)NC(C(=O)O)=O (4-Methoxy-N,N'-(m-phenylene)dioxamic acid). As a reaction SMILES: [CH3:1][O:2][C:3]1[CH:8]=[CH:7][C:6]([NH:9][C:10](=[O:16])[C:11]([O:13]CC)=[O:12])=[CH:5][C:4]=1[NH:17][C:18](=[O:24])[C:19]([O:21]CC)=[O:20].Cl>[OH-].[Na+].O>[CH3:1][O:2][C:3]1[CH:8]=[CH:7][C:6]([NH:9][C:10](=[O:16])[C:11]([OH:13])=[O:12])=[CH:5][C:4]=1[NH:17][C:18](=[O:24])[C:19]([OH:21])=[O:20] |f:2.3|. Procedure details: Diethyl 4-methoxy-N,N'-(m-phenylene)dioxamate (1.0 gm., 0.0029 mole) is stirred in 1.0 N NaOH (10 ml.) at room temperature for one hour, then heated at reflux for thirty minutes. The reaction mixture is diluted with water (25 ml.) and the pH adjusted to 3 with hydrochloric acid. The resulting solid is collected and washed with acetone (0.72 gm., 86%, m.p. >320° ). Reactants: ClC1=CC=2C(CN(S(C2S1)(=O)=O)CCCOC)=O (6-chloro-2,3 -dihydro-2-(3-methoxypropyl)-4H-thieno[3,2-e]-1,2-thiazin-4-one 1, 1-dioxide). The reagents and catalysts are C1(=CC=CC=C1)B1OC([C@H]2N1CCC2)(C2=CC=CC=C2)C2=CC=CC=C2 ((S)-tetrahydro-1,3,3-triphenyl-1H,3H-pyrrolo[1,2-c][1,3,2]oxazaborole). Product: ClC1=CC=2[C@@H](CN(S(C2S1)(=O)=O)CCCOC)O ((S)-6-chloro-3,4-dihydro-2-(3-methoxypropyl)-2H-thieno[3,2-e]-1,2-thiazin-4-ol 1, 1-dioxide). RXN SMILES: [Cl:1][C:2]1[S:10][C:9]2[S:8](=[O:12])(=[O:11])[N:7]([CH2:13][CH2:14][CH2:15][O:16][CH3:17])[CH2:6][C:5](=[O:18])[C:4]=2[CH:3]=1>C1(B2N3CCC[C@H]3C(C3C=CC=CC=3)(C3C=CC=CC=3)O2)C=CC=CC=1>[Cl:1][C:2]1[S:10][C:9]2[S:8](=[O:12])(=[O:11])[N:7]([CH2:13][CH2:14][CH2:15][O:16][CH3:17])[CH2:6][C@@H:5]([OH:18])[C:4]=2[CH:3]=1. Reported procedure: Starting with 9.3 g of ketone 6 and following the same procedure as mentioned in Example 5 except using a stock solution of 1M (S)-tetrahydro-1,3,3-triphenyl-1H,3H-pyrrolo[1,2-c][1,3,2]oxazaborole as catalyst led to 1, 4.9 g (52%) yield, ee=65%.